describe an organic reaction: reactants, conditions, products, and yield From a dataset of the Open Reaction Database (ORD), a public repository of structured organic reaction records. Reactants: ClC1=CC=C(C=C1)S(=O)(=O)N(C)CC(=O)O (N-p-chlorobezenesulfonyl-sarcosine), [N+](=[N-])=C (diazomethane). Product: COC(CN(C)S(=O)(=O)C1=CC=C(C=C1)Cl)=O (N-p-chlorobenzenesulfonyl-sarcosine methyl ester). RXN SMILES: [Cl:1][C:2]1[CH:7]=[CH:6][C:5]([S:8]([N:11]([CH2:13][C:14]([OH:16])=[O:15])[CH3:12])(=[O:10])=[O:9])=[CH:4][CH:3]=1.[N+](=[CH2:19])=[N-]>>[CH3:19][O:15][C:14](=[O:16])[CH2:13][N:11]([S:8]([C:5]1[CH:4]=[CH:3][C:2]([Cl:1])=[CH:7][CH:6]=1)(=[O:9])=[O:10])[CH3:12]. Reported procedure: 2 Parts of N-p-chlorobezenesulfonyl-sarcosine is added to a diazomethane-ethereal solution. After the generation of nitrogen has ceased, the precipitated reaction product is collected by filtration to obtain 1.2 parts of N-p-chlorobenzenesulfonyl-sarcosine methyl ester, m.p. 80°-80.5° C. Starting materials: ClC=1N=C(C2=C(N1)C(=CS2)C)NC(C)C (2-chloro-4-isopropylamino-7-methylthieno[3,2-d]pyrimidine), C(C=C)N (allylamine), C(O)([O-])=O.[Na+] (sodium hydrogen carbonate). Product: C(C=C)NC=1N=C(C2=C(N1)C(=CS2)C)NC(C)C (2-Allylamino-4-isopropylamino-7-methylthieno[3,2-d]pyrimidine). Isolated yield 77.5%. As a reaction SMILES: Cl[C:2]1[N:3]=[C:4]([NH:12][CH:13]([CH3:15])[CH3:14])[C:5]2[S:10][CH:9]=[C:8]([CH3:11])[C:6]=2[N:7]=1.[CH2:16]([NH2:19])[CH:17]=[CH2:18].C(=O)([O-])O.[Na+]>>[CH2:16]([NH:19][C:2]1[N:3]=[C:4]([NH:12][CH:13]([CH3:15])[CH3:14])[C:5]2[S:10][CH:9]=[C:8]([CH3:11])[C:6]=2[N:7]=1)[CH:17]=[CH2:18] |f:2.3|. Procedure details: In a sealed tube were heated 290 mg (1.2 mmol) of 2-chloro-4-isopropylamino-7-methylthieno[3,2-d]pyrimidine and 1.10 g (19.2 mmol) of allylamine at 160° C. for 16 hours. After completion of the reaction, the reaction mixture was allowed to resume room temperature, and a saturated aqueous sodium hydrogen carbonate solution was added thereto, followed by extraction with ethyl acetate (50 ml×2). The organic layer was washed with brine and dried over anhydrous sodium sulfate, and then the solvent wa... Reactants: CN1C(=CC2=CC=CC=C12)COC1=CC=C(C=C1)Cl (1-methyl-2-(4-chlorophenoxymethyl)-1H-indole), C=1C=CC(=CC1)N2CCNCC2 (phenylpiperazine), Cl (hydrochloric acid), C=O (Paraformaldehyde), C(C)(=O)[O-].[Na+] (sodium acetate). Solvent: ClC(C)Cl (dichloroethane). Reaction conditions: time 3 day. Yields the product CN1C(=C(C2=CC=CC=C12)CN1CCN(CC1)C1=CC=CC=C1)COC1=CC=C(C=C1)Cl (1-methyl-2-(4-chlorophenoxymethyl)-3-[4-(phenyl)piperazin-1-yl]methyl-1H-indole). RXN SMILES: [CH:1]1[CH:2]=[CH:3][C:4]([N:7]2[CH2:12][CH2:11][NH:10][CH2:9][CH2:8]2)=[CH:5][CH:6]=1.Cl.C=O.[C:16]([O-])(=O)C.[Na+].[CH3:21][N:22]1[C:30]2[C:25](=[CH:26][CH:27]=[CH:28][CH:29]=2)[CH:24]=[C:23]1[CH2:31][O:32][C:33]1[CH:38]=[CH:37][C:36]([Cl:39])=[CH:35][CH:34]=1>ClC(Cl)C>[CH3:21][N:22]1[C:30]2[C:25](=[CH:26][CH:27]=[CH:28][CH:29]=2)[C:24]([CH2:16][N:10]2[CH2:9][CH2:8][N:7]([C:4]3[CH:3]=[CH:2][CH:1]=[CH:6][CH:5]=3)[CH2:12][CH2:11]2)=[C:23]1[CH2:31][O:32][C:33]1[CH:34]=[CH:35][C:36]([Cl:39])=[CH:37][CH:38]=1 |f:3.4|. Reported procedure: Under a nitrogen atmosphere in a round bottom flask, phenylpiperazine (0.149 g, 0.920 mmol) was dissolved in 2.0 ml of dichloroethane. The reaction vessel was placed in an ice bath. Concentrated hydrochloric acid (0.084 ml, 1.01 mmol) was added and the reaction vessel was removed from the ice bath. Paraformaldehyde (0.304 g, 1.01 mmol) and sodium acetate (0.113 g, 0.920 mmol) were then added, followed by the addition of 1-methyl-2-(4-chlorophenoxymethyl)-1H-indole (0.250 g, 0.920 mmol). The reac...